From a dataset of the Open Reaction Database (ORD), a public repository of structured organic reaction records. describe an organic reaction: reactants, conditions, products, and yield The product is CC(=O)N1CCc2c(sc3nc(CN4C(=O)CCC4=O)c(Cl)c(-c4ccc(O)cc4)c23)C1. RXN SMILES: [C:37](=[O:38])([OH:39])[O-:40].[CH3:30][C:31](=[O:32])[O:33][C:34](=[O:35])[CH3:36].[CH3:55][OH:56].[Cl:1][c:2]1[c:3](-[c:23]2[cH:24][cH:25][c:26]([OH:29])[cH:27][cH:28]2)[c:4]2[c:5]([n:6][c:7]1[CH2:8][N:9]1[C:10](=[O:15])[CH2:11][CH2:12][C:13]1=[O:14])[s:16][c:17]1[c:22]2[CH2:21][CH2:20][NH:19][CH2:18]1.[ClH:42].[Na+:41].[O:49]1[CH2:50][CH2:51][CH2:52][CH2:53]1.[OH2:54].[cH:43]1[cH:44][cH:45][n:46][cH:47][cH:48]1>>[Cl:1][c:2]1[c:3](-[c:23]2[cH:24][cH:25][c:26]([OH:29])[cH:27][cH:28]2)[c:4]2[c:5]([n:6][c:7]1[CH2:8][N:9]1[C:10](=[O:15])[CH2:11][CH2:12][C:13]1=[O:14])[s:16][c:17]1[c:22]2[CH2:21][CH2:20][N:19]([C:31]([CH3:30])=[O:32])[CH2:18]1. Starting materials: O=C([O-])O, CC(=O)OC(C)=O, CO, O=C1CCC(=O)N1Cc1nc2sc3c(c2c(-c2ccc(O)cc2)c1Cl)CCNC3, Cl, [Na+], C1CCOC1, O, c1ccncc1. Procedure: In analogy to example 19.1, 4-[3-(4-Trifluoromethyl-phenyl)-benzo[d]isothiazol-6-yl]-but-3-yn-1-ol and 2-Ethylaminoethanol were converted to yield 2-(Ethyl-{4-[3-(4-trifluoromethyl-phenyl)-benzo[d]isothiazol-6-yl]-but-3-ynyl}-amino)-ethanol as light yellow oil, MS: 419 (MH+). The reactants are FC(C1=CC=C(C=C1)C1=NSC2=C1C=CC(=C2)C#CCCO)(F)F (4-[3-(4-Trifluoromethyl-phenyl)-benzo[d]isothiazol-6-yl]-but-3-yn-1-ol), C(C)NCCO (2-Ethylaminoethanol). RXN SMILES: [F:1][C:2]([F:24])([F:23])[C:3]1[CH:8]=[CH:7][C:6]([C:9]2[C:13]3[CH:14]=[CH:15][C:16]([C:18]#[C:19][CH2:20][CH2:21]O)=[CH:17][C:12]=3[S:11][N:10]=2)=[CH:5][CH:4]=1.[CH2:25]([NH:27][CH2:28][CH2:29][OH:30])[CH3:26]>>[CH2:25]([N:27]([CH2:21][CH2:20][C:19]#[C:18][C:16]1[CH:15]=[CH:14][C:13]2[C:9]([C:6]3[CH:7]=[CH:8][C:3]([C:2]([F:24])([F:1])[F:23])=[CH:4][CH:5]=3)=[N:10][S:11][C:12]=2[CH:17]=1)[CH2:28][CH2:29][OH:30])[CH3:26]. The product is C(C)N(CCO)CCC#CC1=CC2=C(C(=NS2)C2=CC=C(C=C2)C(F)(F)F)C=C1 (2-(Ethyl-{4-[3-(4-trifluoromethyl-phenyl)-benzo[d]isothiazol-6-yl]-but-3-ynyl}-amino)-ethanol). Reactants: BrC1=C(C(=CC=C1)Br)S(=O)(=O)Cl (2,6-dibromobenzenesulfonyl chloride), C([O-])([O-])=O.[K+].[K+] (potassium carbonate), C(C)(C)(C)N (t-butyl amine), O (water). Solvent: O1CCCC1 (tetrahydrofuran). Reaction conditions: time 18 hour. Product: BrC1=C(C(=CC=C1)Br)S(=O)(=O)NC(C)(C)C (2,6-dibromo-N-(1,1-dimethylethyl) benzenesulfonamide). Yield: 86.6%. As a reaction SMILES: [Br:1][C:2]1[CH:7]=[CH:6][CH:5]=[C:4]([Br:8])[C:3]=1[S:9](Cl)(=[O:11])=[O:10].C(=O)([O-])[O-].[K+].[K+].[C:19]([NH2:23])([CH3:22])([CH3:21])[CH3:20].O>O1CCCC1>[Br:1][C:2]1[CH:7]=[CH:6][CH:5]=[C:4]([Br:8])[C:3]=1[S:9]([NH:23][C:19]([CH3:22])([CH3:21])[CH3:20])(=[O:11])=[O:10] |f:1.2.3|. Procedure details: A solution of 2,6-dibromobenzenesulfonyl chloride (4.7 g, 14.0 mmol) in tetrahydrofuran (20 mL) was treated with potassium carbonate (5.8 g, 42 mmol) and t-butyl amine (1.2 g, 16.8 mmol). The resulting mixture was stirred at ambient temperature over 18 h then poured into water and extracted with ethyl acetate. The organic layer was dried over sodium sulfate and concentrated in vacuo to afford 2,6-dibromo-N-(1,1-dimethylethyl) benzenesulfonamide (4.5 g, 87%) as the white solid, which was used wit... The reactants are BrC=1C(=NC=C(C(=O)NC2=CC=C(C=C2)C(C(F)(F)Cl)(F)F)C1)N1C[C@@H](CC1)O ((R)-5-bromo-N-(4-(2-chloro-1,1,2,2-tetrafluoroethyl)phenyl)-6-(3-hydroxypyrrolidin-1-yl)nicotinamide), O1C(CCCC1)N1N=CC=C1B1OC(C(O1)(C)C)(C)C (1-(tetrahydro-2H-pyran-2-yl)-5-(4,4,5,5-tetramethyl-1,3,2-dioxaborolan-2-yl)-1H-pyrazole). The product is ClC(C(F)(F)C1=CC=C(C=C1)NC(C1=CN=C(C(=C1)C1=CC=NN1)N1C[C@@H](CC1)O)=O)(F)F ((R)—N-(4-(2-Chloro-1,1,2,2-tetrafluoroethyl)phenyl)-6-(3-hydroxypyrrolidin-1-yl)-5-(1H-pyrazol-5-yl)nicotinamide). As a reaction SMILES: Br[C:2]1[C:3]([N:24]2[CH2:28][CH2:27][C@@H:26]([OH:29])[CH2:25]2)=[N:4][CH:5]=[C:6]([CH:23]=1)[C:7]([NH:9][C:10]1[CH:15]=[CH:14][C:13]([C:16]([F:22])([F:21])[C:17]([Cl:20])([F:19])[F:18])=[CH:12][CH:11]=1)=[O:8].O1CCCCC1[N:36]1[C:40](B2OC(C)(C)C(C)(C)O2)=[CH:39][CH:38]=[N:37]1>>[Cl:20][C:17]([F:19])([F:18])[C:16]([C:13]1[CH:14]=[CH:15][C:10]([NH:9][C:7](=[O:8])[C:6]2[CH:23]=[C:2]([C:38]3[NH:37][N:36]=[CH:40][CH:39]=3)[C:3]([N:24]3[CH2:28][CH2:27][C@@H:26]([OH:29])[CH2:25]3)=[N:4][CH:5]=2)=[CH:11][CH:12]=1)([F:22])[F:21]. Reported procedure: The title compound was prepared in an analogous fashion to that described in Example 8 using (R)-5-bromo-N-(4-(2-chloro-1,1,2,2-tetrafluoroethyl)phenyl)-6-(3-hydroxypyrrolidin-1-yl)nicotinamide (Stage 31.1) and 1-(tetrahydro-2H-pyran-2-yl)-5-(4,4,5,5-tetramethyl-1,3,2-dioxaborolan-2-yl)-1H-pyrazole to afford a white powder. HPLC (Condition 4) tR=4.89 min, UPLC-MS (Condition 3) tR=0.98 min, m/z=484.1 [M+H]+; 1H-NMR (400 MHz, DMSO-d6) δ ppm 1.65-1.89 (m, 2H) 2.83-2.98 (m, 1H) 3.18-3.33 (m, 2H) 3.3... Reaction SMILES: [Br:1][CH2:2][c:3]1[c:4](-[c:10]2[n:11][s:12][n:13][c:14]2[Cl:15])[cH:5][cH:6][c:7]([Cl:9])[cH:8]1.[N-:17]=[N+:18]=[N-:19].[Na+:16].[O:20]=[CH:21][N:22]([CH3:23])[CH3:24]>>[CH2:2]([c:3]1[c:4](-[c:10]2[n:11][s:12][n:13][c:14]2[Cl:15])[cH:5][cH:6][c:7]([Cl:9])[cH:8]1)[N:17]=[N+:18]=[N-:19]. Starting materials: Clc1ccc(-c2nsnc2Cl)c(CBr)c1, [N-]=[N+]=[N-], [Na+], CN(C)C=O. Yields the product [N-]=[N+]=NCc1cc(Cl)ccc1-c1nsnc1Cl. Reactants: O=C([O-])O, CC(C)O, CC(Cl)C(=O)O, Nc1ccc(Cl)c(Cl)c1, [Na+], O. Product: CC(Nc1ccc(Cl)c(Cl)c1)C(=O)O. As a reaction SMILES: [C:17](=[O:18])([OH:19])[O-:20].[CH:22]([OH:23])([CH3:24])[CH3:25].[Cl:11][CH:12]([C:13](=[O:14])[OH:15])[CH3:16].[NH2:1][c:2]1[cH:3][cH:4][c:5]([Cl:6])[c:7]([Cl:8])[cH:9]1.[Na+:21].[OH2:10]>>[NH:1]([c:2]1[cH:3][cH:4][c:5]([Cl:6])[c:7]([Cl:8])[cH:9]1)[CH:12]([C:13](=[O:14])[OH:15])[CH3:16]. As a reaction SMILES: [N:1]([C:9](OC(C)C)=O)=[N:2][C:3](OC(C)C)=O.[CH:15]([O-:17])=[O:16].[NH4+:18].[NH2:19][C:20]1[S:24][C:23]([C:25]2[C:30]([F:31])=[CH:29][CH:28]=[CH:27][C:26]=2[F:32])=[N:22][C:21]=1[C:33]([OH:35])=O.[CH3:36][CH2:37][N:38](C(C)C)C(C)C.[CH3:45][CH2:46][CH2:47]P(=O)=O.NN.[CH3:53]O>C1COCC1.CCO.[Pd]>[NH2:19][C:20]1[S:24][C:23]([C:25]2[C:26]([F:32])=[CH:27][CH:28]=[CH:29][C:30]=2[F:31])=[N:22][C:21]=1[C:33]([NH:38][C:37]1[CH:9]=[N:1][N:2]([CH3:3])[C:36]=1[CH:15]1[O:17][CH2:53][CH:46]([CH2:47][NH2:18])[CH2:45][O:16]1)=[O:35] |f:1.2|. The reactants are NC1=C(N=C(S1)C1=C(C=CC=C1F)F)C(=O)O (5-amino-2-(2,6-difluorophenyl)thiazole-4-carboxylic acid), CCN(C(C)C)C(C)C (DIPEA), N(=NC(=O)OC(C)C)C(=O)OC(C)C (diisopropyl azodicarboxylate), NN (hydrazine), solid, CO (MeOH), C(=O)[O-].[NH4+] (ammonium formate), CCCP(=O)=O (Propylphosphonic anhydride). Procedure details: To a solution of (2-(1-methyl-4-nitro-1H-pyrazol-5-yl)-1,3-dioxan-5-yl)methanol (360 mg, 1.48 mmol, intermediate 68) in dry THF (12 mL) was added polymer supported triphenylphosphine (˜3 mmol/g, 1.5 g, 4.44 mmol) and phthalamide (326 mg, 2.22 mmol) followed by diisopropylazodicarboxylate (450 mg, 2.22 mmol). The reaction mixture was stirred at room temperature for 18 hr then heated at 35° C. for 4 hr. The reaction mixture was filtered and the filtrate diluted with DCM (50 mL) and washed with a s... The yield is 1.0%. Run in CCO (EtOH), C1CCOC1 (THF). Yields the product NC1=C(N=C(S1)C1=C(C=CC=C1F)F)C(=O)NC=1C=NN(C1C1OCC(CO1)CN)C (5-Amino-N-[5-[5-(aminomethyl)-1,3-dioxan-2-yl]-1-methyl-pyrazol-4-yl]-2-(2,6-difluorophenyl)thiazole-4-carboxamide). Run at time 16 hour. Reagents/catalysts: [Pd] (Pd/C). Starting materials: COP(=O)(OC)OC, N#Cc1ccc(CC23CCCN2C(=O)C(c2cc(Cl)cc(Cl)c2)=C3O)cc1, [K+], [K+], O=C([O-])[O-], O. Product: COC1=C(c2cc(Cl)cc(Cl)c2)C(=O)N2CCCC12Cc1ccc(C#N)cc1. As a reaction SMILES: [CH3:28][O:29][P:30]([O:31][CH3:32])([O:33][CH3:34])=[O:35].[Cl:1][c:2]1[cH:3][c:4]([C:9]2=[C:16]([OH:17])[C:15]3([CH2:18][c:19]4[cH:20][cH:21][c:22]([C:23]#[N:24])[cH:25][cH:26]4)[N:11]([C:10]2=[O:27])[CH2:12][CH2:13][CH2:14]3)[cH:5][c:6]([Cl:8])[cH:7]1.[K+:36].[K+:37].[O-:38][C:39]([O-:40])=[O:41].[OH2:42]>>[Cl:1][c:2]1[cH:3][c:4]([C:9]2=[C:16]([O:17][CH3:28])[C:15]3([CH2:18][c:19]4[cH:20][cH:21][c:22]([C:23]#[N:24])[cH:25][cH:26]4)[N:11]([C:10]2=[O:27])[CH2:12][CH2:13][CH2:14]3)[cH:5][c:6]([Cl:8])[cH:7]1.